Task: describe an organic reaction: reactants, conditions, products, and yield. Dataset: the Open Reaction Database (ORD), a public repository of structured organic reaction records Starting materials: OC=1C2=C(N=CN1)C(=C(N2)C)C(=O)OCC (Ethyl 4-hydroxy-6-methyl-5H-pyrrolo[3,2-d]pyrimidine-7-carboxylate), O=P(Cl)(Cl)Cl (POCl3). Yields the product C(C)OC(=O)C1=C(NC2=C1N=CN=C2Cl)C (Ethyl-4-chloro-6-methyl-5H-pyrrolo[3,2-d]pyrimidine-7-carboxylate). Reaction SMILES: O[C:2]1[C:3]2[NH:10][C:9]([CH3:11])=[C:8]([C:12]([O:14][CH2:15][CH3:16])=[O:13])[C:4]=2[N:5]=[CH:6][N:7]=1.O=P(Cl)(Cl)[Cl:19]>>[CH2:15]([O:14][C:12]([C:8]1[C:4]2[N:5]=[CH:6][N:7]=[C:2]([Cl:19])[C:3]=2[NH:10][C:9]=1[CH3:11])=[O:13])[CH3:16]. Procedure: A reaction flask, equipped with a mechanic stirrer, a reflux condenser and a nitrogen bubbler is charged with POCl3 (1200 mL). Ethyl 4-hydroxy-6-methyl-5H-pyrrolo[3,2-d]pyrimidine-7-carboxylate from example A3 (207.19 g; 1.00 mol) is added in several portions. The carefully stirred suspension is heated to gentle reflux for five hours. The reactants are C(C1=CC=CC=C1)OC(=O)N1CCC(CC1)C=1N(C=C(C(=O)OC)C(C1)=O)C1=C(C=C(C=C1)O)C (methyl 6-(1-benzyloxycarbonyl-4-piperidinyl)-1-(4-hydroxy-2-methylphenyl)-4-oxo-1,4-dihydronicotinate). Reagents/catalysts: [C].[Pd] (palladium carbon). The solvent is CO (methanol), CO (methanol). Run at time 20 minute. Product: N1CCC(CC1)C=1N(C=C(C(=O)OC)C(C1)=O)C1=C(C=C(C=C1)O)C (methyl 6-(4-piperidinyl)-1-(4-hydroxy-2-methylphenyl)-4-oxo-1,4-dihydronicotinate). The yield is 83.5%. Reaction SMILES: C(OC([N:11]1[CH2:16][CH2:15][CH:14]([C:17]2[N:18]([C:28]3[CH:33]=[CH:32][C:31]([OH:34])=[CH:30][C:29]=3[CH3:35])[CH:19]=[C:20]([C:25](=[O:27])[CH:26]=2)[C:21]([O:23][CH3:24])=[O:22])[CH2:13][CH2:12]1)=O)C1C=CC=CC=1>CO.[C].[Pd]>[NH:11]1[CH2:16][CH2:15][CH:14]([C:17]2[N:18]([C:28]3[CH:33]=[CH:32][C:31]([OH:34])=[CH:30][C:29]=3[CH3:35])[CH:19]=[C:20]([C:25](=[O:27])[CH:26]=2)[C:21]([O:23][CH3:24])=[O:22])[CH2:13][CH2:12]1 |f:2.3|. Reported procedure: 5 ml of methanol was carefully added to 0.06 g of 5% by weight palladium carbon under ice cooling, and this mixture was stirred under a hydrogen atomosphere at room temperature for 20 minutes, followed by addition of a solution of 0.4 g of methyl 6-(1-benzyloxycarbonyl-4-piperidinyl)-1-(4-hydroxy-2-methylphenyl)-4-oxo-1,4-dihydronicotinate in 2 ml of methanol, and the mixture was subjected to hydrogenation under atmospheric pressure for 4 hours. After completion of the reaction, the palladium ca...